From a dataset of the Open Reaction Database (ORD), a public repository of structured organic reaction records. describe an organic reaction: reactants, conditions, products, and yield The product is C#CCC(NS(=O)(=O)c1ccc(Cl)c(Cl)c1)C(=O)O. Starting materials: O=C([O-])[O-], CCOC(C)=O, [Cl-], O=S(=O)(Cl)c1ccc(Cl)c(Cl)c1, Cl, C#CCC(N)C(=O)O, [Na+], [Na+], [Na+], C1COCCO1, O, O. As a reaction SMILES: [C:9](=[O:10])([O-:11])[O-:12].[CH3:38][CH2:39][O:40][C:41]([CH3:42])=[O:43].[Cl-:29].[Cl:16][c:17]1[cH:18][c:19]([S:24](=[O:25])(=[O:26])[Cl:27])[cH:20][cH:21][c:22]1[Cl:23].[ClH:28].[NH2:1][CH:2]([C:3](=[O:4])[OH:5])[CH2:6][C:7]#[CH:8].[Na+:13].[Na+:14].[Na+:30].[O:32]1[CH2:33][CH2:34][O:35][CH2:36][CH2:37]1.[OH2:15].[OH2:31]>>[NH:1]([CH:2]([C:3](=[O:4])[OH:5])[CH2:6][C:7]#[CH:8])[S:24]([c:19]1[cH:18][c:17]([Cl:16])[c:22]([Cl:23])[cH:21][cH:20]1)(=[O:25])=[O:26]. The reactants are CC1(COC=2C1=C(C=CC2)O)C (3,3-dimethyl-2,3-dihydro-1-benzofuran-4-ol), CC1(COC=2C1=C(C=CC2)O)C (3,3-dimethyl-2,3-dihydro-1-benzofuran-4-ol), C([O-])([O-])=O.[K+].[K+] (potassium carbonate), ClC1=NC=C(C=C1)[N+](=O)[O-] (2-chloro-5-nitropyridine). Solvent: CN(C=O)C (dimethylformamide). The product is CC1(COC2=C1C(=CC=C2)OC2=NC=C(C=C2)[N+](=O)[O-])C (2-[(3,3-dimethyl-2,3-dihydro-1-benzofuran-4-yl)oxy]-5-nitropyridine). Isolated yield 67.4%. Reaction SMILES: Cl[C:2]1[CH:7]=[CH:6][C:5]([N+:8]([O-:10])=[O:9])=[CH:4][N:3]=1.[CH3:11][C:12]1([CH3:22])[C:16]2=[C:17]([OH:21])[CH:18]=[CH:19][CH:20]=[C:15]2[O:14][CH2:13]1.C(=O)([O-])[O-].[K+].[K+]>CN(C)C=O>[CH3:11][C:12]1([CH3:22])[C:16]2[C:17]([O:21][C:2]3[CH:7]=[CH:6][C:5]([N+:8]([O-:10])=[O:9])=[CH:4][N:3]=3)=[CH:18][CH:19]=[CH:20][C:15]=2[O:14][CH2:13]1 |f:2.3.4|. Procedure: In a large microwave vial, 2-chloro-5-nitropyridine (386 mg, 2.436 mmol) was dissolved in 4 ml of dimethylformamide. 3,3-dimethyl-2,3-dihydro-1-benzofuran-4-ol (Intermediate 57, 400 mg) and potassium carbonate (2.02 g, 14.62 mmol) were added. The reaction mixture was heated under microwave irradiation during 30 minutes at 110 C (Biotage Initiator). The reaction mixture was filtered. The filtrated solid was washed with dichloromethane (30 ml). The volatiles were evaporated under vacuum. The resid... Reactants: C(C1=CC=CC=C1)OC(=O)N[C@@H](C(C)C)C(=O)O (N-benzyloxycarbonyl-L-valine), N[C@H]([C@@H](C[C@H]1[C@@H](CCCC1)C(=O)NC(C)(C)C)O)CC1=CC=CC=C1 (2(S)-[3(S)-amino-2(R)-hydroxy-4-phenylbutyl]-N-tert.butyl-1(R)-cyclohexanecarboxamide). Product: C(C1=CC=CC=C1)OC(=O)N[C@@H](C(C)C)C(=O)N[C@H]([C@@H](C[C@H]1[C@@H](CCCC1)C(=O)NC(C)(C)C)O)CC1=CC=CC=C1 (2(S)-[3(S)-[[N-(benzyloxycarbonyl)-L-valyl]amino]-2(R)-hydroxy-4-phenylbutyl]-N-tert.butyl-1(R)-cyclohexanecarboxamide). Yield: 47.6%. Reaction SMILES: [CH2:1]([O:8][C:9]([NH:11][C@H:12]([C:16]([OH:18])=O)[CH:13]([CH3:15])[CH3:14])=[O:10])[C:2]1[CH:7]=[CH:6][CH:5]=[CH:4][CH:3]=1.[NH2:19][C@@H:20]([CH2:37][C:38]1[CH:43]=[CH:42][CH:41]=[CH:40][CH:39]=1)[C@H:21]([OH:36])[CH2:22][C@@H:23]1[CH2:28][CH2:27][CH2:26][CH2:25][C@H:24]1[C:29]([NH:31][C:32]([CH3:35])([CH3:34])[CH3:33])=[O:30]>>[CH2:1]([O:8][C:9]([NH:11][C@H:12]([C:16]([NH:19][C@@H:20]([CH2:37][C:38]1[CH:39]=[CH:40][CH:41]=[CH:42][CH:43]=1)[C@H:21]([OH:36])[CH2:22][C@@H:23]1[CH2:28][CH2:27][CH2:26][CH2:25][C@H:24]1[C:29]([NH:31][C:32]([CH3:35])([CH3:34])[CH3:33])=[O:30])=[O:18])[CH:13]([CH3:14])[CH3:15])=[O:10])[C:2]1[CH:3]=[CH:4][CH:5]=[CH:6][CH:7]=1. Reported procedure: In a manner analogous to that described in Example 6, 73 mg (0.29 mmol) of N-benzyloxycarbonyl-L-valine were coupled with 100 mg (0.29 mmol) of 2(S)-[3(S)-amino-2(R)-hydroxy-4-phenylbutyl]-N-tert.butyl-1(R)-cyclohexanecarboxamide to give 80 mg of 2(S)-[3(S)-[[N-(benzyloxycarbonyl)-L-valyl]amino]-2(R)-hydroxy-4-phenylbutyl]-N-tert.butyl-1(R)-cyclohexanecarboxamide as a white solid; MS m/e 580 [M+H]+.